Dataset: the Open Reaction Database (ORD), a public repository of structured organic reaction records. Task: describe an organic reaction: reactants, conditions, products, and yield The reactants are C(CCC)[Li] (butyl lithium), C(C)(C)(C)OC(=O)C1=CC=CC2=C(C=CC=C12)Br (5-bromo-1-naphtoic acid tert-butyl ester), CN(C=O)C (dimethyl-formamide). The solvent is O1CCCC1 (tetrahydrofuran). Reaction conditions: temperature -95 celsius, time 75 minute. Product: C(C)(C)(C)OC(=O)C1=CC=CC2=C(C=CC=C12)C=O (5-formyl-1-naphtoic acid tert-butyl ester). As a reaction SMILES: [C:1]([O:5][C:6]([C:8]1[C:17]2[C:12](=[C:13](Br)[CH:14]=[CH:15][CH:16]=2)[CH:11]=[CH:10][CH:9]=1)=[O:7])([CH3:4])([CH3:3])[CH3:2].C([Li])CCC.CN(C)[CH:26]=[O:27]>O1CCCC1>[C:1]([O:5][C:6]([C:8]1[C:17]2[C:12](=[C:13]([CH:26]=[O:27])[CH:14]=[CH:15][CH:16]=2)[CH:11]=[CH:10][CH:9]=1)=[O:7])([CH3:4])([CH3:3])[CH3:2]. Procedure details: To a solution of 5-bromo-1-naphtoic acid tert-butyl ester (Example 9.2) (6.1 g) in dry tetrahydrofuran (54 ml) cooled to −100° C. was added a solution of butyl lithium (1.6M in hexane) (12.5 ml) dropwise at −100° C., followed by addition of dimethyl-formamide (“DMF”) (2.77 ml) at −100° C. The reaction mixture was stirred at −95° C. for 75 minutes. The reaction was quenched by addition of aqueous ammonium chloride (saturated) (8 ml) at −90° C. The mixture was stirred for 10 minutes at −90° C., wa... The reactants are COC1=CC=C(C=C1)C1=C(C=NC=C1)/C=C/C(=O)OCC (ethyl (2E)-3-[4-(4-methoxyphenyl)pyridin-3-yl]prop-2-enoate), [OH-].[Na+] (sodium hydroxide), O1CCCC1 (tetrahydrofuran), CO (methanol). Solvent: O (water). Reaction conditions: time 5 hour. The product is COC1=CC=C(C=C1)C1=C(C=NC=C1)/C=C/C(=O)O ((2E)-3-[4-(4-methoxyphenyl)pyridin-3-yl]prop-2-enoic acid). The yield is 85.6%. Reaction SMILES: [CH3:1][O:2][C:3]1[CH:8]=[CH:7][C:6]([C:9]2[CH:14]=[CH:13][N:12]=[CH:11][C:10]=2/[CH:15]=[CH:16]/[C:17]([O:19]CC)=[O:18])=[CH:5][CH:4]=1.[OH-].[Na+].O1CCCC1.CO>O>[CH3:1][O:2][C:3]1[CH:4]=[CH:5][C:6]([C:9]2[CH:14]=[CH:13][N:12]=[CH:11][C:10]=2/[CH:15]=[CH:16]/[C:17]([OH:19])=[O:18])=[CH:7][CH:8]=1 |f:1.2|. Reported procedure: A mixture of ethyl (2E)-3-[4-(4-methoxyphenyl)pyridin-3-yl]prop-2-enoate (2.75 g), 2M aqueous sodium hydroxide solution (7.3 mL), tetrahydrofuran (15 mL) and methanol (15 mL) was stirred at room temperature for 5 hr. To the reaction mixture was added water. The solvent was evaporated under reduced pressure, and the pH of the residue was adjusted to 5-6 with 10% aqueous citric acid solution. The precipitated solid was collected by filtration, washed with water and dried. The obtained solid was su... The reactants are OC[C@@H]1CN(CC1)C(=O)OC(C)(C)C ((S)-tert-butyl 3-(hydroxymethyl)pyrrolidine-1-carboxylate), C1(=CC=CC=C1)P(C1=CC=CC=C1)C1=CC=CC=C1 (Triphenylphosphine), N1C=NC=C1 (imidazole), II (iodine). Run in ClCCl (dichloromethane), ClCCl (dichloromethane). Run at time 10 minute. Yields the product IC[C@@H]1CN(CC1)C(=O)OC(C)(C)C ((S)-tert-butyl 3-(iodomethyl)pyrrolidine-1-carboxylate). Isolated yield 84.6%. RXN SMILES: C1(P(C2C=CC=CC=2)C2C=CC=CC=2)C=CC=CC=1.N1C=CN=C1.[I:25]I.O[CH2:28][C@H:29]1[CH2:33][CH2:32][N:31]([C:34]([O:36][C:37]([CH3:40])([CH3:39])[CH3:38])=[O:35])[CH2:30]1>ClCCl>[I:25][CH2:28][C@H:29]1[CH2:33][CH2:32][N:31]([C:34]([O:36][C:37]([CH3:40])([CH3:39])[CH3:38])=[O:35])[CH2:30]1. Procedure details: Triphenylphosphine (182.2 g, 695 mmol) and imidazole (47.4 g, 696 mmol) were dissolved in dichloromethane (1.6 L), and iodine (70.4 g, 555 mmol) was then added to the above obtained solution under ice-cold condition. The obtained mixture was stirred for 10 minutes. After that, a dichloromethane solution (200 mL) of the (S)-tert-butyl 3-(hydroxymethyl)pyrrolidine-1-carboxylate (55.8 g, 278 mmol) synthesized by a method described in the known method (Bioorg. Med. Chem. Lett., 19, 2829-2834 (2009))... The solvent is C1CCOC1 (THF), C1CCOC1 (THF). Reaction SMILES: Br[C:2]1[CH:3]=[CH:4][C:5]([CH3:8])=[N:6][CH:7]=1.CON(C)[C:12]([CH:14]1[CH2:19][CH2:18][N:17]([C:20]([O:22][C:23]([CH3:26])([CH3:25])[CH3:24])=[O:21])[CH2:16][CH2:15]1)=[O:13]>C1COCC1>[CH3:8][C:5]1[CH:4]=[CH:3][C:2]([C:12]([CH:14]2[CH2:19][CH2:18][N:17]([C:20]([O:22][C:23]([CH3:26])([CH3:25])[CH3:24])=[O:21])[CH2:16][CH2:15]2)=[O:13])=[CH:7][N:6]=1. Reported procedure: To a solution of 5-bromo-2-methylpyridine (1.25 g, 7.2 mmol) in anhydrous THF (15 mL) at −40° C. under an argon atmosphere, lithium dibutyl(isopropyl)magnesate (5.2 mL, 0.7 M, 3.6 mmol) was added. The stirring was continued at the same temperature for 1 h. The resulting mixture was cannulated into a solution of 8 (1.5 g, 5.5 mmol) in THF (20 mL) at −78° C. The solution was maintained at −78° C. for 1 h, and then quenched with sat. aqueous NH4Cl and allowed to warm to room temperature. The organi... Yields the product CC1=NC=C(C(=O)C2CCN(CC2)C(=O)OC(C)(C)C)C=C1 (tert-butyl 4-(6-methylnicotinoyl)piperidine-1-carboxylate). Yield: 41.8%. Reactants: BrC=1C=CC(=NC1)C (5-bromo-2-methylpyridine), lithium dibutyl(isopropyl)magnesate, CON(C(=O)C1CCN(CC1)C(=O)OC(C)(C)C)C (tert-Butyl 4-(methoxy(methyl)carbamoyl)piperidine-1-carboxylate). Run at temperature -78 celsius, time 1 hour. Reactants: ClCCCOC1=CC=C(C=C1)C1=CC=C(C=C1)C(=O)N1CCCC1 (1{[4′-(3-chloropropoxy)[1,1′-biphenyl]-4-yl]carbonyl}pyrrolidine), N1C[C@@H](CCC1)O ((3R)-3-piperidinol). Product: N1(CCCC1)C(=O)C1=CC=C(C=C1)C1=CC=C(C=C1)OCCCN1C[C@@H](CCC1)O ((3R)-1-(3-{[4′-(1-pyrrolidinylcarbonyl)[1,1′-biphenyl]-4-yl]oxy}propyl)-3-piperidinol). RXN SMILES: Cl[CH2:2][CH2:3][CH2:4][O:5][C:6]1[CH:11]=[CH:10][C:9]([C:12]2[CH:17]=[CH:16][C:15]([C:18]([N:20]3[CH2:24][CH2:23][CH2:22][CH2:21]3)=[O:19])=[CH:14][CH:13]=2)=[CH:8][CH:7]=1.[NH:25]1[CH2:30][CH2:29][CH2:28][C@@H:27]([OH:31])[CH2:26]1>>[N:20]1([C:18]([C:15]2[CH:16]=[CH:17][C:12]([C:9]3[CH:10]=[CH:11][C:6]([O:5][CH2:4][CH2:3][CH2:2][N:25]4[CH2:30][CH2:29][CH2:28][C@@H:27]([OH:31])[CH2:26]4)=[CH:7][CH:8]=3)=[CH:13][CH:14]=2)=[O:19])[CH2:24][CH2:23][CH2:22][CH2:21]1. Procedure details: The product from Example 11A and (3R)-3-piperidinol were processed as described in Example 10F to provide the title compound.